The task is: describe an organic reaction: reactants, conditions, products, and yield. This data is from the Open Reaction Database (ORD), a public repository of structured organic reaction records. Starting materials: [OH-].[Na+] (NaOH), three, BrC=1C=C2C(C(NC2=CC1)=O)=O (5-bromoisatin), C(C)(=O)C=1OC=CC1 (2-acetyl-furan), O (water). Run in C(C)O (ethanol), CO (MeOH). Run at time 5 minute. Yields the product BrC=1C=C2C(=CC(=NC2=CC1)C=1OC=CC1)C(=O)O (6-bromo-2-(furan-2-yl)quinoline-4-carboxylic acid). Yield: 71.4%. As a reaction SMILES: [Br:1][C:2]1[CH:3]=[C:4]2[C:8](=[CH:9][CH:10]=1)[NH:7][C:6](=[O:11])[C:5]2=O.[C:13]([C:16]1[O:17][CH:18]=[CH:19][CH:20]=1)(=O)[CH3:14].[OH-:21].[Na+].O>C(O)C.CO>[Br:1][C:2]1[CH:3]=[C:4]2[C:8](=[CH:9][CH:10]=1)[N:7]=[C:13]([C:16]1[O:17][CH:18]=[CH:19][CH:20]=1)[CH:14]=[C:5]2[C:6]([OH:11])=[O:21] |f:2.3|. Procedure: To a 500 ml three necked round bottom flask was added 5-bromoisatin (20 g) and 2-acetyl-furan (9.7 g) in ethanol (150 ml) followed by NaOH (9.2 g) in one lot and the resulting brown solution was allowed to stir at RT for 5 minutes. To the above reaction mixture was added water (5 ml) at RT and the reaction mixture was heated to reflux for 2 hours. The completion of the reaction was monitored on TLC using MDC:MeOH (9:1) as a mobile phase. After completion of the reaction, the reaction mixture was... Starting materials: C(#N)C(C(=O)N)C1OC(C(=C1Cl)Cl)=O (2-cyano-2-(3,4-dichloro-5-oxo-2,5-dihydrofuran-2-yl)acetamide), FC1=C(C=C(C(=C1)F)F)CN (1-(2,4,5-trifluorophenyl)methanamine). Yields the product Cl.ClC=1C=C(C(N(C1)CC1=C(C=C(C(=C1)F)F)F)=N)C(=O)N (5-chloro-2-imino-1-(2,4,5-trifluorobenzyl)-1,2-dihydropyridine-3-carboxamide hydrochloride). Reaction SMILES: [C:1]([CH:3]([CH:7]1[C:11]([Cl:12])=[C:10](Cl)C(=O)O1)[C:4]([NH2:6])=[O:5])#[N:2].[F:15][C:16]1[CH:21]=[C:20]([F:22])[C:19]([F:23])=[CH:18][C:17]=1[CH2:24][NH2:25]>>[ClH:12].[Cl:12][C:11]1[CH:7]=[C:3]([C:4]([NH2:6])=[O:5])[C:1](=[NH:2])[N:25]([CH2:24][C:17]2[CH:18]=[C:19]([F:23])[C:20]([F:22])=[CH:21][C:16]=2[F:15])[CH:10]=1 |f:2.3|. Reported procedure: According to the method of Example 160, 2-cyano-2-(3,4-dichloro-5-oxo-2,5-dihydrofuran-2-yl)acetamide was reacted with 1-(2,4,5-trifluorophenyl)methanamine to give the title compound. RXN SMILES: [Br:17][c:18]1[cH:19][c:20]([C:24]2([CH3:27])[CH2:25][CH2:26]2)[n:21][cH:22][cH:23]1.[C:11](=[O:12])([O-:13])[O-:14].[C:1]([CH3:2])(=[O:3])[NH:4][c:5]1[s:6][cH:7][c:8]([CH3:10])[n:9]1.[Cs+:15].[Cs+:16].[O-:34][C:35]([CH3:36])=[O:37].[O-:38][C:39]([CH3:40])=[O:41].[O:28]=[CH:29][N:30]([CH3:31])[CH3:32].[Pd+2:33]>>[C:1]([CH3:2])(=[O:3])[NH:4][c:5]1[s:6][c:7](-[c:18]2[cH:19][c:20]([C:24]3([CH3:27])[CH2:25][CH2:26]3)[n:21][cH:22][cH:23]2)[c:8]([CH3:10])[n:9]1. The reactants are CC1(c2cc(Br)ccn2)CC1, O=C([O-])[O-], CC(=O)Nc1nc(C)cs1, [Cs+], [Cs+], CC(=O)[O-], CC(=O)[O-], CN(C)C=O, [Pd+2]. Yields the product CC(=O)Nc1nc(C)c(-c2ccnc(C3(C)CC3)c2)s1. Reactants: O=C(NCC1NCC2CC21)C(F)(F)F, Nc1nc(C(=O)O)c(-c2cccc(F)c2)s1. The product is Nc1nc(C(=O)N2CC3CC3C2CNC(=O)C(F)(F)F)c(-c2cccc(F)c2)s1. Reaction SMILES: [CH:1]12[CH:2]([CH2:7][NH:8][C:9]([C:10]([F:11])([F:12])[F:13])=[O:14])[NH:3][CH2:4][CH:5]1[CH2:6]2.[NH2:15][c:16]1[s:17][c:18](-[c:24]2[cH:25][c:26]([F:30])[cH:27][cH:28][cH:29]2)[c:19]([C:21](=[O:22])[OH:23])[n:20]1>>[CH:1]12[CH:2]([CH2:7][NH:8][C:9]([C:10]([F:11])([F:12])[F:13])=[O:14])[N:3]([C:21]([c:19]3[c:18](-[c:24]4[cH:25][c:26]([F:30])[cH:27][cH:28][cH:29]4)[s:17][c:16]([NH2:15])[n:20]3)=[O:22])[CH2:4][CH:5]1[CH2:6]2. Starting materials: N(=[N+]=[N-])CCCO (3-Azidopropanol), C1(=CC=CC=C1)C#C (phenylacetylene). Reagents/catalysts: C[C-]1C(=C(C(=C1C)C)C)C.C1=CC=C(C=C1)P(C2=CC=CC=C2)C3=CC=CC=C3.C1=CC=C(C=C1)P(C2=CC=CC=C2)C3=CC=CC=C3.Cl[Ru+] (Cp*RuCl(PPh3)2). The solvent is C1CCOC1 (THF). Yields the product C1(=CC=CC=C1)C1=CN=NN1CCCO (3-(5-phenyl-1H-1,2,3-triazol-1-yl)propan-1-ol). The yield is 82.0%. RXN SMILES: [N:1]([CH2:4][CH2:5][CH2:6][OH:7])=[N+:2]=[N-:3].[C:8]1([C:14]#[CH:15])[CH:13]=[CH:12][CH:11]=[CH:10][CH:9]=1>C[C-]1C(C)=C(C)C(C)=C1C.C1C=CC(P(C2C=CC=CC=2)C2C=CC=CC=2)=CC=1.C1C=CC(P(C2C=CC=CC=2)C2C=CC=CC=2)=CC=1.Cl[Ru+].C1COCC1>[C:8]1([C:14]2[N:1]([CH2:4][CH2:5][CH2:6][OH:7])[N:2]=[N:3][CH:15]=2)[CH:13]=[CH:12][CH:11]=[CH:10][CH:9]=1 |f:2.3.4.5|. Procedure details: 3-Azidopropanol (101 mg, 1 mmol), phenylacetylene (113 mg, 1.1 mmol), Cp*RuCl(PPh3)2 (8 mg, 0.01 mmol, 1 mol %). Solvent: THF, 10 mL, 60° C., 2 hours. White microcrystalline product was obtained in 82% yield (167 mg). ESI-MS: m/z 204, [M+H]. Reactants: ClC1=C(C(=NC2=CC(=CC(=C12)F)F)C1=C(C=CC=C1)S(=O)(=O)C)C (4-chloro-5,7-difluoro-3-methyl-2-(2-(methylsulfonyl)phenyl)quinoline), O1CCC(=CC1)C=1C=C(C=NC1)N (5-(3,6-dihydro-2H-pyran-4-yl)pyridin-3-amine). Solvent: C1(=CC=CC=C1)C (toluene). Product: O1CCC(=CC1)C=1C=C(C=NC1)NC1=C(C(=NC2=CC(=CC(=C12)F)F)C1=C(C=CC=C1)S(=O)(=O)C)C (N-(5-(3,6-dihydro-2H-pyran-4-yl)pyridin-3-yl)-5,7-difluoro-3-methyl-2-(2-(methylsulfonyl)phenyl)-quinolin-4-amine). Reaction SMILES: Cl[C:2]1[C:11]2[C:6](=[CH:7][C:8]([F:13])=[CH:9][C:10]=2[F:12])[N:5]=[C:4]([C:14]2[CH:19]=[CH:18][CH:17]=[CH:16][C:15]=2[S:20]([CH3:23])(=[O:22])=[O:21])[C:3]=1[CH3:24].[O:25]1[CH2:30][CH:29]=[C:28]([C:31]2[CH:32]=[C:33]([NH2:37])[CH:34]=[N:35][CH:36]=2)[CH2:27][CH2:26]1>C1(C)C=CC=CC=1>[O:25]1[CH2:26][CH:27]=[C:28]([C:31]2[CH:32]=[C:33]([NH:37][C:2]3[C:11]4[C:6](=[CH:7][C:8]([F:13])=[CH:9][C:10]=4[F:12])[N:5]=[C:4]([C:14]4[CH:19]=[CH:18][CH:17]=[CH:16][C:15]=4[S:20]([CH3:23])(=[O:22])=[O:21])[C:3]=3[CH3:24])[CH:34]=[N:35][CH:36]=2)[CH2:29][CH2:30]1. Procedure details: Essentially prepared according to Procedure H using 4-chloro-5,7-difluoro-3-methyl-2-(2-(methylsulfonyl)phenyl)quinoline (50.0 mg, 0.140 mmol) and 5-(3,6-dihydro-2H-pyran-4-yl)pyridin-3-amine in toluene to give N-(5-(3,6-dihydro-2H-pyran-4-yl)pyridin-3-yl)-5,7-difluoro-3-methyl-2-(2-(methylsulfonyl)phenyl)-quinolin-4-amine. 1H NMR (CDCl3) δ ppm 8.23 (2H, d, J=2.2 Hz), 8.20 (1H, dd, J=8.0, 1.2 Hz), 7.75-7.82 (1H, m), 7.68 (1H, td, J=7.7, 1.4 Hz), 7.50 (1H, ddd, J=9.3, 2.5, 1.3 Hz), 7.42 (1H, dd, ... Reactants: CC(=O)O, CCOC1(O[Si](C)(C)C)CC1, CO, [Cl-], Cc1cc(Nc2nc(Nc3cc(C)c(C4CCNCC4)cc3F)ncc2Cl)n[nH]1, [NH4+]. Product: Cc1cc(Nc2nc(Nc3cc(C)c(C4CCN(C5CC5)CC4)cc3F)ncc2Cl)n[nH]1. RXN SMILES: [C:30]([OH:31])(=[O:32])[CH3:33].[CH2:34]([O:35][C:37]1([O:36][Si:40]([CH3:41])([CH3:42])[CH3:43])[CH2:38][CH2:39]1)[CH3:44].[CH3:47][OH:48].[Cl-:45].[Cl:1][c:2]1[c:3]([NH:23][c:24]2[n:25][nH:26][c:27]([CH3:29])[cH:28]2)[n:4][c:5]([NH:8][c:9]2[c:10]([F:22])[cH:11][c:12]([CH:16]3[CH2:17][CH2:18][NH:19][CH2:20][CH2:21]3)[c:13]([CH3:15])[cH:14]2)[n:6][cH:7]1.[NH4+:46]>>[Cl:1][c:2]1[c:3]([NH:23][c:24]2[n:25][nH:26][c:27]([CH3:29])[cH:28]2)[n:4][c:5]([NH:8][c:9]2[c:10]([F:22])[cH:11][c:12]([CH:16]3[CH2:17][CH2:18][N:19]([CH:37]4[CH2:38][CH2:39]4)[CH2:20][CH2:21]3)[c:13]([CH3:15])[cH:14]2)[n:6][cH:7]1.